From a dataset of the Open Reaction Database (ORD), a public repository of structured organic reaction records. describe an organic reaction: reactants, conditions, products, and yield The reactants are O=P(Cl)(Cl)Cl (POCl3), ClC1=C(OC(C(=O)O)C)C=CC=C1 (2-(2-chlorophenoxy)propanoic acid), NNC(=S)N (thiosemicarbazide), P(=O)(Cl)(Cl)Cl (phosphorous oxychloride). Run in O1CCOCC1 (dioxane). Conditions: temperature 90 celsius, time 16 hour. The product is ClC1=C(OC(C)C2=NN=C(S2)N)C=CC=C1 (5-[1-(2-chlorophenoxy)ethyl]-2-amino-1,3,4-thiadiazol). As a reaction SMILES: [Cl:1][C:2]1[CH:13]=[CH:12][CH:11]=[CH:10][C:3]=1[O:4][CH:5]([CH3:9])[C:6](O)=O.[NH2:14][NH:15][C:16]([NH2:18])=[S:17].P(Cl)(Cl)(Cl)=O>O1CCOCC1>[Cl:1][C:2]1[CH:13]=[CH:12][CH:11]=[CH:10][C:3]=1[O:4][CH:5]([C:6]1[S:17][C:16]([NH2:18])=[N:15][N:14]=1)[CH3:9]. Reported procedure: A 100 milliliter, 3-neck flask adapted with a Claisen adaptor, paddle stirrer, thermometer, an addition funnel and condenser was charged with 10.0 grams (0.050 mole) of 2-(2-chlorophenoxy)propanoic acid, (4.6 grams, 0.050 mole) of thiosemicarbazide and 30 milliliters of dioxane. The slurry was heated to 90° C. and the addition funnel was charged with phosphorous oxychloride (POCl3). The POCl3 (8.4 grams, 0.055 mole) was slowly added (for 25 minutes) while maintaining the temperature within 85°-9... Starting materials: COCOc1cc(OCc2ccccc2)c(C(C)C)cc1C(=O)OC, CO. The product is COCOc1cc(O)c(C(C)C)cc1C(=O)OC. RXN SMILES: [CH2:1]([c:2]1[cH:3][cH:4][cH:5][cH:6][cH:7]1)[O:8][c:9]1[cH:10][c:11]([O:22][CH2:23][O:24][CH3:25])[c:12]([C:13](=[O:14])[O:15][CH3:16])[cH:17][c:18]1[CH:19]([CH3:20])[CH3:21].[CH3:26][OH:27]>>[OH:8][c:9]1[cH:10][c:11]([O:22][CH2:23][O:24][CH3:25])[c:12]([C:13](=[O:14])[O:15][CH3:16])[cH:17][c:18]1[CH:19]([CH3:20])[CH3:21]. Starting materials: CCOC(=O)COCC(=O)[O-], ClCCl, CCCC[N+](CCCC)(CCCC)CCCC, ClCBr. Yields the product CCOC(=O)COCC(=O)OC(Cl)Cl. RXN SMILES: [C:18]([CH2:19][O:20][CH2:21][C:22](=[O:23])[O-:24])(=[O:25])[O:26][CH2:27][CH3:28].[CH2:32]([Cl:33])[Cl:34].[CH3:1][CH2:2][CH2:3][CH2:4][N+:5]([CH2:6][CH2:7][CH2:8][CH3:9])([CH2:10][CH2:11][CH2:12][CH3:13])[CH2:14][CH2:15][CH2:16][CH3:17].[Cl:29][CH2:30][Br:31]>>[C:18]([CH2:19][O:20][CH2:21][C:22](=[O:23])[O:24][CH:32]([Cl:33])[Cl:34])(=[O:25])[O:26][CH2:27][CH3:28].